Dataset: the Open Reaction Database (ORD), a public repository of structured organic reaction records. Task: describe an organic reaction: reactants, conditions, products, and yield Reactants: CO, COC(=O)c1cc(Oc2nc3cc(-c4ccc(-c5cccc(F)c5)cc4)c(Cl)cc3[nH]2)ccc1C, [Na+], [OH-]. The product is Cc1ccc(Oc2nc3cc(-c4ccc(-c5cccc(F)c5)cc4)c(Cl)cc3[nH]2)cc1C(=O)O. As a reaction SMILES: [CH3:38][OH:39].[Cl:3][c:4]1[c:5](-[c:25]2[cH:26][cH:27][c:28](-[c:31]3[cH:32][c:33]([F:37])[cH:34][cH:35][cH:36]3)[cH:29][cH:30]2)[cH:6][c:7]2[c:8]([nH:9][c:10]([O:12][c:13]3[cH:14][cH:15][c:16]([CH3:23])[c:17]([C:18](=[O:19])[O:20][CH3:21])[cH:22]3)[n:11]2)[cH:24]1.[Na+:2].[OH-:1]>>[Cl:3][c:4]1[c:5](-[c:25]2[cH:26][cH:27][c:28](-[c:31]3[cH:32][c:33]([F:37])[cH:34][cH:35][cH:36]3)[cH:29][cH:30]2)[cH:6][c:7]2[c:8]([nH:9][c:10]([O:12][c:13]3[cH:14][cH:15][c:16]([CH3:23])[c:17]([C:18](=[O:19])[OH:20])[cH:22]3)[n:11]2)[cH:24]1. Starting materials: C(=O)[O-].[Na+] (Sodium formate), COC1=CC=C(C(C2=CC=C(C=C2)OC)(C2=CC=CC=C2)OC[C@]23O[C@H]([C@H](OC2)[C@@H]3OCC3=CC=CC=C3)N3C=2N=CNC(C2N=C3)=O)C=C1 ((1R,3R,4R,7S)-1-(4,4′-Dimethoxytrityloxymethyl)-7-benzyloxy-3-(hypoxantin-9-yl)-2,5-dioxabicyclo[2.2.1]heptane). The reagents and catalysts are [Pd] (Pd/C). The solvent is ClCCl (dichloromethane), CO (methanol). Yields the product COC1=CC=C(C(C2=CC=C(C=C2)OC)(C2=CC=CC=C2)OC[C@]23O[C@H]([C@H](OC2)[C@@H]3O)N3C=2N=CNC(C2N=C3)=O)C=C1 ((1R,3R,4R,7S)-1-(4,4′-Dimethoxytrityloxymethyl)-7-hydroxy-3-(hypoxantin-9-yl)-2,5-dioxabicyclo[2.2.1]heptane). Yield: 224.5%. RXN SMILES: C([O-])=O.[Na+].[CH3:5][O:6][C:7]1[CH:54]=[CH:53][C:10]([C:11]([O:26][CH2:27][C@@:28]23[C@@H:34]([O:35]CC4C=CC=CC=4)[C@@H:31]([O:32][CH2:33]2)[C@H:30]([N:43]2[CH:51]=[N:50][C:49]4[C:48](=[O:52])[NH:47][CH:46]=[N:45][C:44]2=4)[O:29]3)([C:20]2[CH:25]=[CH:24][CH:23]=[CH:22][CH:21]=2)[C:12]2[CH:17]=[CH:16][C:15]([O:18][CH3:19])=[CH:14][CH:13]=2)=[CH:9][CH:8]=1>CO.ClCCl.[Pd]>[CH3:19][O:18][C:15]1[CH:16]=[CH:17][C:12]([C:11]([O:26][CH2:27][C@@:28]23[C@@H:34]([OH:35])[C@@H:31]([O:32][CH2:33]2)[C@H:30]([N:43]2[CH:51]=[N:50][C:49]4[C:48](=[O:52])[NH:47][CH:46]=[N:45][C:44]2=4)[O:29]3)([C:20]2[CH:21]=[CH:22][CH:23]=[CH:24][CH:25]=2)[C:10]2[CH:53]=[CH:54][C:7]([O:6][CH3:5])=[CH:8][CH:9]=2)=[CH:13][CH:14]=1 |f:0.1|. Procedure: Sodium formate (1.2 g) was added to a mixture of compound 24 (1.02 g, 0.52 mmol) and Pd/C (10%, 0.5 g) in methanol (20 mL). The mixture was refluxed for 20 min, cooled to room temperature and diluted with dichloromethane (20 mL). The catalyst was filtered off and the filtrate was concentrated under reduced pressure to give a white solid material, which was crystallised from 50% ethanol/water to yield 680 mg (77%) of compound 25. δH (DMSO-d6) 8.12, (1H, s 8-H), 8.09 (1H, s, 2-H), 7.43-7.24 (m, 9H... Starting materials: OB(O)c1cccnc1F, NC1=NC2(CO1)c1cc(Br)ccc1Oc1c(F)cc(O)cc12, [Na+], [Na+], O=C([O-])[O-], CN(C)C=O, O, c1ccc(P(c2ccccc2)(c2ccccc2)[Pd](P(c2ccccc2)(c2ccccc2)c2ccccc2)(P(c2ccccc2)(c2ccccc2)c2ccccc2)P(c2ccccc2)(c2ccccc2)c2ccccc2)cc1. Yields the product NC1=NC2(CO1)c1cc(-c3cccnc3F)ccc1Oc1c(F)cc(O)cc12. As a reaction SMILES: [F:29][c:30]1[n:31][cH:32][cH:33][cH:34][c:35]1[B:36]([OH:37])[OH:38].[NH2:7][C:8]1=[N:12][C:11]2([CH2:10][O:9]1)[c:13]1[cH:14][c:15]([Br:28])[cH:16][cH:17][c:18]1[O:19][c:20]1[c:21]([F:27])[cH:22][c:23]([OH:26])[cH:24][c:25]12.[Na+:1].[Na+:2].[O-:3][C:4](=[O:5])[O-:6].[O:39]=[CH:40][N:41]([CH3:42])[CH3:43].[OH2:44].[cH:45]1[cH:46][cH:47][c:48]([P:49]([Pd:50]([P:51]([c:52]2[cH:53][cH:54][cH:55][cH:56][cH:57]2)([c:58]2[cH:59][cH:60][cH:61][cH:62][cH:63]2)[c:64]2[cH:65][cH:66][cH:67][cH:68][cH:69]2)([P:70]([c:71]2[cH:72][cH:73][cH:74][cH:75][cH:76]2)([c:77]2[cH:78][cH:79][cH:80][cH:81][cH:82]2)[c:83]2[cH:84][cH:85][cH:86][cH:87][cH:88]2)[P:89]([c:90]2[cH:91][cH:92][cH:93][cH:94][cH:95]2)([c:96]2[cH:97][cH:98][cH:99][cH:100][cH:101]2)[c:102]2[cH:103][cH:104][cH:105][cH:106][cH:107]2)([c:108]2[cH:109][cH:110][cH:111][cH:112][cH:113]2)[c:114]2[cH:115][cH:116][cH:117][cH:118][cH:119]2)[cH:120][cH:121]1>>[NH2:7][C:8]1=[N:12][C:11]2([CH2:10][O:9]1)[c:13]1[cH:14][c:15](-[c:35]3[c:30]([F:29])[n:31][cH:32][cH:33][cH:34]3)[cH:16][cH:17][c:18]1[O:19][c:20]1[c:21]([F:27])[cH:22][c:23]([OH:26])[cH:24][c:25]12. Reactants: COC(=O)C1=CC=2C(=NN(N2)C2=C(C(=CC(=C2)C(C)(C)C)C(C2=CC=C(C=C2)Cl)(C)C)O)C=C1 (5-Methoxycarbonyl2-[2-hydroxy-3-(4-chloro-α,α-dimethylbenzyl)-5-tert-butylphenyl]-2H-benzotriazole), OC(CON1C(CC(CC1(C)C)O)(C)C)(C)C (1-(2-hydroxy-2-methylpropoxy)-2,2,6,6-tetramethyl-4-hydroxypiperidine). Product: OC(CON1C(CC(CC1(C)C)OC(=O)C1=CC=2C(=NN(N2)C2=C(C(=CC(=C2)C(C)(C)C)C(C2=CC=C(C=C2)Cl)(C)C)O)C=C1)(C)C)(C)C (5-[1-(2-Hydroxy-2-methylpropoxy)-2,2,6,6-tetramethyl-piperidin-4-yloxycarbonyl]-2-[2-hydroxy-3-(4-chloro-α,α-dimethylbenzyl)-5-tert-butylphenyl]-2H-benzotriazole). RXN SMILES: [CH3:1][O:2][C:3]([C:5]1[CH:34]=[CH:33][C:8]2=[N:9][N:10]([C:12]3[CH:17]=[C:16]([C:18]([CH3:21])([CH3:20])[CH3:19])[CH:15]=[C:14]([C:22]([CH3:31])([CH3:30])[C:23]4[CH:28]=[CH:27][C:26]([Cl:29])=[CH:25][CH:24]=4)[C:13]=3[OH:32])[N:11]=[C:7]2[CH:6]=1)=[O:4].[OH:35][C:36]([CH3:51])([CH3:50])[CH2:37][O:38][N:39]1[C:44]([CH3:46])([CH3:45])[CH2:43]C(O)[CH2:41][C:40]1([CH3:49])[CH3:48]>>[OH:35][C:36]([CH3:51])([CH3:50])[CH2:37][O:38][N:39]1[C:44]([CH3:46])([CH3:45])[CH2:43][CH:1]([O:2][C:3]([C:5]2[CH:34]=[CH:33][C:8]3=[N:9][N:10]([C:12]4[CH:17]=[C:16]([C:18]([CH3:21])([CH3:20])[CH3:19])[CH:15]=[C:14]([C:22]([CH3:31])([CH3:30])[C:23]5[CH:24]=[CH:25][C:26]([Cl:29])=[CH:27][CH:28]=5)[C:13]=4[OH:32])[N:11]=[C:7]3[CH:6]=2)=[O:4])[CH2:41][C:40]1([CH3:49])[CH3:48]. Procedure details: 5-Methoxycarbonyl2-[2-hydroxy-3-(4-chloro-α,α-dimethylbenzyl)-5-tert-butylphenyl]-2H-benzotriazole (3.89 g, 0.0081 mol) and 1-(2-hydroxy-2-methylpropoxy)-2,2,6,6-tetramethyl-4-hydroxypiperidine (2.41 g, 0.0098 mol) are reacted together according to the procedure of Example 1. The title compound is obtained in a yield of 2.26 g (40.2%) as a yellow solid, melting at 80-90° C., whose structure is consistent with 1Hnmr and mass spectrometry. The compound has a molar absorptivity of 17,411 l/mole cm. Starting materials: C1(=CC=CC=C1)P(C1=CC=CC=C1)C1=CC=CC=C1 (triphenylphosphine), ice, FC1=C(C=C(C=C1)COC1OCCCC1)CO ([2-fluoro-5-(tetrahydropyrane-2-yloxymethyl)-phenyl]methanol), BrC(Br)(Br)Br (tetrabromomethane), CCCCC (pentane). Solvent: ClCCl (dichloromethane), ClCCl (dichloromethane). Run at temperature 0 celsius, time 45 minute. Product: BrCC=1C=C(COC2OCCCC2)C=CC1F (2-(3-bromomethyl-4-fluorobenzyloxy)-tetrahydropyrane). As a reaction SMILES: C1(P(C2C=CC=CC=2)C2C=CC=CC=2)C=CC=CC=1.[F:20][C:21]1[CH:26]=[CH:25][C:24]([CH2:27][O:28][CH:29]2[CH2:34][CH2:33][CH2:32][CH2:31][O:30]2)=[CH:23][C:22]=1[CH2:35]O.[Br:37]C(Br)(Br)Br.CCCCC>ClCCl>[Br:37][CH2:35][C:22]1[CH:23]=[C:24]([CH:25]=[CH:26][C:21]=1[F:20])[CH2:27][O:28][CH:29]1[CH2:34][CH2:33][CH2:32][CH2:31][O:30]1. Procedure details: 4.44 g (16.94 mmol) triphenylphosphine in 10 ml dichloromethane is added in drops to an ice-cold solution of 3 g (12.49 mmol) [2-fluoro-5-(tetrahydropyrane-2-yloxymethyl)-phenyl]methanol and (15.61 mmol) tetrabromomethane in 30 ml anhydrous dichloromethane and stirred for another 45 minutes at 0° C. The reaction solution is mixed with pentane, the precipitation is suctioned off and washed with dichloromethane. The filtrate is washed with 5% sodium hydrogen carbonate solution, water and sodium ch... The reactants are COC=1C=CC=C2C(NC(=NC12)C1=CC=C(C=C1)C#N)=O (8-Methoxy-2-(4-cyanophenyl)quinazolin-4-[3 H]-one), [OH-].[Na+] (NaOH), Cl (HCl), solution, B(Br)(Br)Br (BBr3). The solvent is C(Cl)Cl (DCM). Yields the product OC=1C=CC=C2C(NC(=NC12)C1=CC=C(C=C1)C#N)=O (8-Hydroxy-2-(4'-cyanophenyl)quinazolin-4-[3 H]-one). Yield: 13.9%. RXN SMILES: C[O:2][C:3]1[CH:4]=[CH:5][CH:6]=[C:7]2[C:12]=1[N:11]=[C:10]([C:13]1[CH:18]=[CH:17][C:16]([C:19]#[N:20])=[CH:15][CH:14]=1)[NH:9][C:8]2=[O:21].B(Br)(Br)Br.[OH-].[Na+].Cl>C(Cl)Cl>[OH:2][C:3]1[CH:4]=[CH:5][CH:6]=[C:7]2[C:12]=1[N:11]=[C:10]([C:13]1[CH:18]=[CH:17][C:16]([C:19]#[N:20])=[CH:15][CH:14]=1)[NH:9][C:8]2=[O:21] |f:2.3|. Procedure details: 8-Methoxy-2-(4-cyanophenyl)quinazolin-4-[3 H]-one (0.2 g, 0.72 mmol) was suspended in a 1.0 M solution of BBr3 in DCM (3.6 ml) to give a brown suspension, which was refluxed for 48 hours. The solvent was directly distilled from the reaction vessel to leave a -brown solid, which was hydrolysed with 10% aq. NaOH solution to give a clear, yellow solution. The solution was neutralised with dilute HCl, whereupon a yellow precipitate formed. The reaction mixture was extracted into an excess of EtOAc. ... Reactants: C(C=C)(=O)OCC (ethyl acrylate), C([O-])(O)=O.[Na+] (sodium bicarbonate), 3A, atmosphere, BrC1=NC(=CC=C1)CO (2-Bromopyridine-6-methanol). Reagents/catalysts: [Cl-].C(CCC)[N+](CCCC)(CCCC)CCCC (tetra(n-butyl)ammonium chloride), C(C)(=O)[O-].[Pd+2].C(C)(=O)[O-] (palladium(II) acetate). Solvent: CN(C)C=O (DMF). Conditions: temperature 80 celsius, time 5 hour. Yields the product OCC1=CC=CC(=N1)/C=C/C(=O)OCC (ethyl 3-(6-hydroxymethylpyridin-2-yl)-trans-acrylate). RXN SMILES: Br[C:2]1[CH:7]=[CH:6][CH:5]=[C:4]([CH2:8][OH:9])[N:3]=1.[C:10]([O:14][CH2:15][CH3:16])(=[O:13])[CH:11]=[CH2:12].C(=O)(O)[O-].[Na+]>CN(C=O)C.[Cl-].C([N+](CCCC)(CCCC)CCCC)CCC.C([O-])(=O)C.[Pd+2].C([O-])(=O)C>[OH:9][CH2:8][C:4]1[N:3]=[C:2](/[CH:12]=[CH:11]/[C:10]([O:14][CH2:15][CH3:16])=[O:13])[CH:7]=[CH:6][CH:5]=1 |f:2.3,5.6,7.8.9|. Reported procedure: 2-Bromopyridine-6-methanol (2 g) was dissolved in 10 mL of dry DMF, and 1.73 mL of ethyl acrylate, 2.95 g of tetra(n-butyl)ammonium chloride, 1.78 g of sodium bicarbonate and 2 g of Molecular Sieves (Molecular Sieves 3A ( 1/16)) to the above solution, additionally under argon atmosphere 119 mg of palladium(II) acetate was added thereto, and then the mixture was stirred at 80° C. for 5 hours. After being cooled, the insoluble portion was filtrated off, and water was added thereto and then the mix...